The task is: describe an organic reaction: reactants, conditions, products, and yield. This data is from the Open Reaction Database (ORD), a public repository of structured organic reaction records. Reactants: CS(=O)(=O)Cc1cccc2cc[nH]c12, OC(c1c(F)cc(Cl)cc1F)C1CC1, ClCCl, O=C(O)C(F)(F)F. Product: CS(=O)(=O)Cc1cccc2c(C(c3c(F)cc(Cl)cc3F)C3CC3)c[nH]c12. As a reaction SMILES: [CH3:22][S:23](=[O:24])(=[O:25])[CH2:26][c:27]1[cH:28][cH:29][cH:30][c:31]2[cH:32][cH:33][nH:34][c:35]12.[Cl:1][c:2]1[cH:3][c:4]([F:14])[c:5]([CH:9]([OH:10])[CH:11]2[CH2:12][CH2:13]2)[c:6]([F:8])[cH:7]1.[Cl:36][CH2:37][Cl:38].[OH:15][C:16]([C:17]([F:18])([F:19])[F:20])=[O:21]>>[Cl:1][c:2]1[cH:3][c:4]([F:14])[c:5]([CH:9]([CH:11]2[CH2:12][CH2:13]2)[c:32]2[c:31]3[cH:30][cH:29][cH:28][c:27]([CH2:26][S:23]([CH3:22])(=[O:24])=[O:25])[c:35]3[nH:34][cH:33]2)[c:6]([F:8])[cH:7]1. The reactants are C(C)(C)(C)OC(=O)N1C(CCC1)=O (Tert.butyl-2-oxo-1-pyrrolidinecarboxylate), ClC1=CC=C(N)C=C1 (4-chloroaniline), C(=O)(O)[O-].[Na+] (NaHCO3), C(C)(=O)O[BH-](OC(C)=O)OC(C)=O.[Na+] (Sodium triacetoxyborohydride). Solvent: ClC(C)Cl (dichloroethane), C(C)(=O)O (acetic acid), C(C)(=O)OCC (ethyl acetate). Run at time 8 hour. Product: C(C)(C)(C)OC(=O)N1CC(CC1)NC1=CC=C(C=C1)Cl (tert-Butyl-3-(4-chloroanilino)-1-pyrrolidinecarboxylate). Isolated yield 94.3%. Reaction SMILES: [C:1]([O:5][C:6]([N:8]1[CH2:12][CH2:11][CH2:10][C:9]1=O)=[O:7])([CH3:4])([CH3:3])[CH3:2].[Cl:14][C:15]1[CH:21]=[CH:20][C:18]([NH2:19])=[CH:17][CH:16]=1.C(O[BH-](OC(=O)C)OC(=O)C)(=O)C.[Na+].C([O-])(O)=O.[Na+]>ClC(Cl)C.C(OCC)(=O)C.C(O)(=O)C>[C:1]([O:5][C:6]([N:8]1[CH2:12][CH2:11][CH:10]([NH:19][C:18]2[CH:20]=[CH:21][C:15]([Cl:14])=[CH:16][CH:17]=2)[CH2:9]1)=[O:7])([CH3:4])([CH3:3])[CH3:2] |f:2.3,4.5|. Procedure details: Tert.butyl-2-oxo-1-pyrrolidinecarboxylate (190 mg, 1.02 mmol), 4-chloroaniline (64 mg, 0.5 mmol) and acetic acid (184 mg) were mixed in dichloroethane (5 mL). Sodium triacetoxyborohydride (326.5 mg) was added and the reaction mixture kept on stirring at room temperature for overnight. After addition of aq. NaHCO3 the reaction mixture was diluted by addition of ethyl acetate. Two layers were separated. The organic layer was dried over Na2SO4, filtered, concentrated. The residue was purified by fl... Reactants: [Br-], COc1ccc([Mg+])cc1, CC1(C)CCn2cncc2C1=O, Cl, C1CCOC1. Product: COc1ccc(C2(O)c3cncn3CCC2(C)C)cc1. RXN SMILES: [Br-:13].[CH3:14][O:15][c:16]1[cH:17][cH:18][c:19]([Mg+:22])[cH:20][cH:21]1.[CH3:1][C:2]1([CH3:12])[C:3](=[O:11])[c:4]2[n:5]([cH:8][n:9][cH:10]2)[CH2:6][CH2:7]1.[ClH:23].[O:24]1[CH2:25][CH2:26][CH2:27][CH2:28]1>>[CH3:1][C:2]1([CH3:12])[C:3]([OH:11])([c:19]2[cH:18][cH:17][c:16]([O:15][CH3:14])[cH:21][cH:20]2)[c:4]2[n:5]([cH:8][n:9][cH:10]2)[CH2:6][CH2:7]1. The reactants are O=C(N=NC(=O)OCc1ccccc1)OCc1ccccc1, C1CCOC1, CCOC(=O)C1CCC(O)CC1, c1ccc(P(c2ccccc2)c2ccccc2)cc1, Oc1ccc2[nH]ncc2c1. Yields the product CCOC(=O)C1CCC(Oc2ccc3[nH]ncc3c2)CC1. RXN SMILES: [N:32]([C:33]([O:34][CH2:35][c:36]1[cH:37][cH:38][cH:39][cH:40][cH:41]1)=[O:42])=[N:43][C:44]([O:45][CH2:46][c:47]1[cH:48][cH:49][cH:50][cH:51][cH:52]1)=[O:53].[O:64]1[CH2:65][CH2:66][CH2:67][CH2:68]1.[OH:1][CH:2]1[CH2:3][CH2:4][CH:5]([C:8](=[O:9])[O:10][CH2:11][CH3:12])[CH2:6][CH2:7]1.[c:13]1([P:14]([c:15]2[cH:16][cH:17][cH:18][cH:19][cH:20]2)[c:21]2[cH:22][cH:23][cH:24][cH:25][cH:26]2)[cH:27][cH:28][cH:29][cH:30][cH:31]1.[nH:54]1[n:55][cH:56][c:57]2[cH:58][c:59]([OH:63])[cH:60][cH:61][c:62]12>>[O:1]([CH:2]1[CH2:3][CH2:4][CH:5]([C:8](=[O:9])[O:10][CH2:11][CH3:12])[CH2:6][CH2:7]1)[c:59]1[cH:58][c:57]2[cH:56][n:55][nH:54][c:62]2[cH:61][cH:60]1. The reactants are CC1C=CC2=CC(C(C)(C)C)CC(O)C2C1(CCC1CC(C(C)(C)C)C(O[SiH](C)C)C(=O)O1)O[SiH](C)C, CCC(Oc1ccccc1C(C)=O)C(=O)O. Product: CCC(Oc1ccccc1C(C)=O)C(=O)OC1CC(C(C)(C)C)C=C2C=CC(C)C(CCC3CC(C(C)(C)C)C(O[SiH](C)C)C(=O)O3)(O[SiH](C)C)C21. Reaction SMILES: [C:17]([CH3:18])([CH3:19])([CH3:20])[CH:21]1[CH:22]=[C:23]2[CH:24]=[CH:25][CH:26]([CH3:53])[C:27]([CH2:32][CH2:33][CH:34]3[CH2:35][CH:36]([C:45]([CH3:46])([CH3:47])[CH3:48])[CH:37]([O:41][SiH:42]([CH3:43])[CH3:44])[C:38](=[O:40])[O:39]3)([O:49][SiH:50]([CH3:51])[CH3:52])[CH:28]2[CH:29]([OH:31])[CH2:30]1.[C:1]([CH3:2])(=[O:3])[c:4]1[c:5]([O:6][CH:7]([C:8](=[O:9])[OH:10])[CH2:11][CH3:12])[cH:13][cH:14][cH:15][cH:16]1>>[C:1]([CH3:2])(=[O:3])[c:4]1[c:5]([O:6][CH:7]([C:8]([O:9][CH:29]2[CH:28]3[C:23](=[CH:22][CH:21]([C:17]([CH3:18])([CH3:19])[CH3:20])[CH2:30]2)[CH:24]=[CH:25][CH:26]([CH3:53])[C:27]3([CH2:32][CH2:33][CH:34]2[CH2:35][CH:36]([C:45]([CH3:46])([CH3:47])[CH3:48])[CH:37]([O:41][SiH:42]([CH3:43])[CH3:44])[C:38](=[O:40])[O:39]2)[O:49][SiH:50]([CH3:51])[CH3:52])=[O:10])[CH2:11][CH3:12])[cH:13][cH:14][cH:15][cH:16]1. Reactants: COC(=O)c1ccc(C(C)NC(=O)c2cc(Cl)cnc2Cl)cc1, Oc1cc(Cl)ccc1Cl. Yields the product COC(=O)c1ccc(C(C)NC(=O)c2cc(Cl)cnc2Oc2cc(Cl)ccc2Cl)cc1. Reaction SMILES: [Cl:1][c:2]1[n:3][cH:4][c:5]([Cl:23])[cH:6][c:7]1[C:8](=[O:9])[NH:10][CH:11]([CH3:12])[c:13]1[cH:14][cH:15][c:16]([C:17](=[O:18])[O:19][CH3:20])[cH:21][cH:22]1.[OH:24][c:25]1[cH:26][c:27]([Cl:28])[cH:29][cH:30][c:31]1[Cl:32]>>[c:2]1([O:24][c:25]2[cH:26][c:27]([Cl:28])[cH:29][cH:30][c:31]2[Cl:32])[n:3][cH:4][c:5]([Cl:23])[cH:6][c:7]1[C:8](=[O:9])[NH:10][CH:11]([CH3:12])[c:13]1[cH:14][cH:15][c:16]([C:17](=[O:18])[O:19][CH3:20])[cH:21][cH:22]1. Starting materials: COCC(=O)OC, CCCCC(C)=O, Cl, [NH2-], [Na]. The product is CCCCC(=O)CC(=O)COC. As a reaction SMILES: [CH3:10][O:11][CH2:12][C:13](=[O:14])[O:15][CH3:16].[CH3:1][C:2]([CH2:3][CH2:4][CH2:5][CH3:6])=[O:7].[ClH:17].[NH2-:9].[Na:8]>>[CH2:1]([C:2]([CH2:3][CH2:4][CH2:5][CH3:6])=[O:7])[C:13]([CH2:12][O:11][CH3:10])=[O:14]. Starting materials: COC=1C=C(C=C(C1OC)OC)B(O)O (3,4,5-trimethoxyphenylboronic acid), C(=O)([O-])[O-].[Na+].[Na+] (Na2CO3), N1C=CC2=CC(=CC=C12)N1C(NC2=NC=C(C=C21)C2=CC(=C(C(=C2)OC)OC)OC)=O (1-(1H-indol-5-yl)-6-(3,4,5-trimethoxyphenyl)-1H-imidazo[4,5-b]pyridin-2(3H)-one), C(=O)(C(F)(F)F)O.C(Cl)Cl (TFA CH2Cl2), BrC=1C=C2C(=NC1)NC(N2CC2CC2)=O (6-bromo-1-(cyclopropylmethyl)-1H-imidazo[4,5-b]pyridin-2(3H)-one), BrCC1CC1 ((bromomethyl)cyclopropane), C(=O)([O-])[O-].[K+].[K+] (K2CO3). The reagents and catalysts are C1=CC=C(C=C1)P(C2=CC=CC=C2)C3=CC=CC=C3.C1=CC=C(C=C1)P(C2=CC=CC=C2)C3=CC=CC=C3.Cl[Pd]Cl (bis(triphenylphosphine)-palladium(II)dichloride). The solvent is CC#N (CH3CN), CC(=O)C (acetone). Reaction conditions: temperature 150 celsius. Yields the product C1(CC1)CN1C(NC2=NC=C(C=C21)C2=CC(=C(C(=C2)OC)OC)OC)=O (1-(cyclopropylmethyl)-6-(3,4,5-trimethoxyphenyl)-1H-imidazo[4,5-b]pyridin-2(3H)-one). RXN SMILES: N1[C:9]2C(=C[C:6]([N:10]3[C:18]4[C:13](=[N:14][CH:15]=[C:16]([C:19]5[CH:24]=[C:23]([O:25][CH3:26])[C:22]([O:27][CH3:28])=[C:21]([O:29][CH3:30])[CH:20]=5)[CH:17]=4)[NH:12][C:11]3=[O:31])=[CH:7][CH:8]=2)C=C1.BrCC1CC1.C([O-])([O-])=O.[K+].[K+].C(O)(C(F)(F)F)=O.C(Cl)Cl.BrC1C=C2N(CC3CC3)C(=O)NC2=NC=1.COC1C=C(B(O)O)C=C(OC)C=1OC.C([O-])([O-])=O.[Na+].[Na+]>CC(C)=O.CC#N.C1C=CC(P(C2C=CC=CC=2)C2C=CC=CC=2)=CC=1.C1C=CC(P(C2C=CC=CC=2)C2C=CC=CC=2)=CC=1.Cl[Pd]Cl>[CH:7]1([CH2:6][N:10]2[C:18]3[C:13](=[N:14][CH:15]=[C:16]([C:19]4[CH:24]=[C:23]([O:25][CH3:26])[C:22]([O:27][CH3:28])=[C:21]([O:29][CH3:30])[CH:20]=4)[CH:17]=3)[NH:12][C:11]2=[O:31])[CH2:9][CH2:8]1 |f:2.3.4,5.6,9.10.11,14.15.16|. Reported procedure: Intermediate 5 from Example 124 was alkylated with (bromomethyl)cyclopropane using K2CO3 in acetone, after which it was deprotected using TFA/CH2Cl2. To the resulting 6-bromo-1-(cyclopropylmethyl)-1H-imidazo[4,5-b]pyridin-2(3H)-one in CH3CN (1 mL) in a microwave reaction vial was added 3,4,5-trimethoxyphenylboronic acid (30 mg, 0.14 mmol), bis(triphenylphosphine)-palladium(II)dichloride (7.0 mg, 0.010 mmol), and 1 M Na2CO3 (1 mL). The resulting mixture was de-gassed with Ar for 10 min, after whi...